This data is from the Open Reaction Database (ORD), a public repository of structured organic reaction records. The task is: describe an organic reaction: reactants, conditions, products, and yield Reactants: [BH4-].[Na+] (sodium borohydride), C(C)(C)(C)OC(=O)N1CCC2=C(CC1)C(=C(C=C2)Cl)N=CC2=CN=CS2 (3-(t-butoxycarbonyl)-7-chloro-6-(thiazol-5-ylmethyleneamino)-2,3,4,5-tetrahydro-1H-benzo[d]azepine), O (water). The solvent is CCOC(=O)C (EtOAc), CO (methanol). The product is C(C)(C)(C)OC(=O)N1CCC2=C(CC1)C(=C(C=C2)Cl)NCC2=CN=CS2 (3-(t-Butoxycarbonyl)-7-chloro-6-(thiazol-5-ylmethyl-amino)-2,3,4,5-tetrahydro-1H-benzo[d]azepine). The yield is 58.6%. Reaction SMILES: [C:1]([O:5][C:6]([N:8]1[CH2:14][CH2:13][C:12]2[C:15]([N:20]=[CH:21][C:22]3[S:26][CH:25]=[N:24][CH:23]=3)=[C:16]([Cl:19])[CH:17]=[CH:18][C:11]=2[CH2:10][CH2:9]1)=[O:7])([CH3:4])([CH3:3])[CH3:2].[BH4-].[Na+].O>CO.CCOC(C)=O>[C:1]([O:5][C:6]([N:8]1[CH2:14][CH2:13][C:12]2[C:15]([NH:20][CH2:21][C:22]3[S:26][CH:25]=[N:24][CH:23]=3)=[C:16]([Cl:19])[CH:17]=[CH:18][C:11]=2[CH2:10][CH2:9]1)=[O:7])([CH3:4])([CH3:2])[CH3:3] |f:1.2|. Procedure: Dissolve 3-(t-butoxycarbonyl)-7-chloro-6-(thiazol-5-ylmethyleneamino)-2,3,4,5-tetrahydro-1H-benzo[d]azepine (228 mg, 0.58 mmol) in methanol (10 mL), add sodium borohydride (263 mg, 7 mmol) and reflux for 28 h. Cool to ambient temperature, dilute with EtOAc and add slowly water. Separate the organic layer, extract the aqueous layer three times with EtOAc. Combine the organic extracts, dry over Na2SO4, filter and concentrate in vacuo. Purify by chromatography on silica gel eluting with EtOAc/hexan... Reactants: Cl.Cl.C(C1=CC=CC=C1)(C1=CC=CC=C1)[C@@H]1CN(C[C@H]2N1CCC2)CC2=C(C=CC(=C2)Br)OC ((4R,8aS)-4-benzhydryl-2-(5-bromo-2-methoxybenzyl)octahydropyrrolo[1,2-a]pyrazine dihydrochloride), C(C)B(C=1C=NC=CC1)CC (diethyl-3-pyridylboran), [OH-].[K+] (potassium hydroxide), C(O)([O-])=O.[Na+] (sodium hydrogen carbonate). Reagents/catalysts: [Br-].C(CCC)[N+](CCCC)(CCCC)CCCC (tetrabutylammonium bromide), C=1C=CC(=CC1)[P](C=2C=CC=CC2)(C=3C=CC=CC3)[Pd]([P](C=4C=CC=CC4)(C=5C=CC=CC5)C=6C=CC=CC6)([P](C=7C=CC=CC7)(C=8C=CC=CC8)C=9C=CC=CC9)[P](C=1C=CC=CC1)(C=1C=CC=CC1)C=1C=CC=CC1 (tetrakis(triphenylphosphine)palladium). Solvent: O1CCCC1 (tetrahydrofuran). Conditions: temperature 70 celsius, time 8 hour. The product is Cl.Cl.Cl.C(C1=CC=CC=C1)(C1=CC=CC=C1)[C@@H]1CN(C[C@H]2N1CCC2)CC2=C(C=CC(=C2)C=2C=NC=CC2)OC ((4R,8aS)-4-benzhydryl-2-[2-methoxy-5-(3-pyridyl)benzyl]octahydropyrrolo[1,2-a]pyrazine trihydrochloride). The yield is 73.2%. As a reaction SMILES: [ClH:1].Cl.[CH:3]([C@H:16]1[N:21]2[CH2:22][CH2:23][CH2:24][C@H:20]2[CH2:19][N:18]([CH2:25][C:26]2[CH:31]=[C:30](Br)[CH:29]=[CH:28][C:27]=2[O:33][CH3:34])[CH2:17]1)([C:10]1[CH:15]=[CH:14][CH:13]=[CH:12][CH:11]=1)[C:4]1[CH:9]=[CH:8][CH:7]=[CH:6][CH:5]=1.C(B(CC)[C:38]1[CH:39]=[N:40][CH:41]=[CH:42][CH:43]=1)C.[OH-].[K+].C(=O)([O-])O.[Na+]>[Br-].C([N+](CCCC)(CCCC)CCCC)CCC.O1CCCC1.C1C=CC([P]([Pd]([P](C2C=CC=CC=2)(C2C=CC=CC=2)C2C=CC=CC=2)([P](C2C=CC=CC=2)(C2C=CC=CC=2)C2C=CC=CC=2)[P](C2C=CC=CC=2)(C2C=CC=CC=2)C2C=CC=CC=2)(C2C=CC=CC=2)C2C=CC=CC=2)=CC=1>[ClH:1].[ClH:1].[ClH:1].[CH:3]([C@H:16]1[N:21]2[CH2:22][CH2:23][CH2:24][C@H:20]2[CH2:19][N:18]([CH2:25][C:26]2[CH:31]=[C:30]([C:38]3[CH:39]=[N:40][CH:41]=[CH:42][CH:43]=3)[CH:29]=[CH:28][C:27]=2[O:33][CH3:34])[CH2:17]1)([C:10]1[CH:15]=[CH:14][CH:13]=[CH:12][CH:11]=1)[C:4]1[CH:9]=[CH:8][CH:7]=[CH:6][CH:5]=1 |f:0.1.2,4.5,6.7,8.9,12.13.14.15,^1:79,81,100,119|. Reported procedure: A mixture of (4R,8aS)-4-benzhydryl-2-(5-bromo-2-methoxybenzyl)octahydropyrrolo[1,2-a]pyrazine dihydrochloride (100 mg), diethyl-3-pyridylboran (39.1 mg), tetrakis(triphenylphosphine)palladium (20.5 mg), powdered potassium hydroxide (29.8 mg) and tetrabutylammonium bromide (17.1 mg) in tetrahydrofuran (2 ml) were stirred for 8 hours at 70° C. After being cooled to room temperature, the reaction mixture was poured into aqueous saturated sodium hydrogen carbonate, and extracted with ethyl acetate. ... The reactants are S(=O)(Cl)Cl (thionyl chloride), BrC=1C=C(C(=O)O)C=CC1OCCCCCCC (3-bromo-4-n-heptyloxybenzoic acid). Yields the product BrC=1C=C(C(=O)Cl)C=CC1OCCCCCCC (3-bromo-4-n-heptyloxybenzoyl chloride). Isolated yield 97.1%. RXN SMILES: S(Cl)([Cl:3])=O.[Br:5][C:6]1[CH:7]=[C:8]([CH:12]=[CH:13][C:14]=1[O:15][CH2:16][CH2:17][CH2:18][CH2:19][CH2:20][CH2:21][CH3:22])[C:9](O)=[O:10]>>[Br:5][C:6]1[CH:7]=[C:8]([CH:12]=[CH:13][C:14]=1[O:15][CH2:16][CH2:17][CH2:18][CH2:19][CH2:20][CH2:21][CH3:22])[C:9]([Cl:3])=[O:10]. Procedure details: 11 g of thionyl chloride was added to 14.5 g (0.046 mol) of the 3-bromo-4-n-heptyloxybenzoic acid prepared in Step II and was gently refluxed for two hours. Excess thionyl chloride was removed by distillation or vacuum distillation to yield 14.9 g of 3-bromo-4-n-heptyloxybenzoyl chloride. The yield was calculated to be 96.8%. Reactants: Intermediate 4D, N1=C(C=CC2=NC=CC=C12)COC1=CC=C(C=C1)C(CC1=CC=NC=C1)=O (1-(4-((1,5-naphthyridin-2-yl)methoxy)phenyl)-2-(pyridin-4-yl)ethanone), COC(N(C)C)OC (N,N-dimethylformamide dimethyl acetal). The solvent is CCOC(=O)C.CO (EtOAc MeOH). Product: N1=C(C=CC2=NC=CC=C12)COC1=CC=C(C=C1)C(C(=CN(C)C)C1=CC=NC=C1)=O (1-(4-((1,5-naphthyridin-2-yl)methoxy)phenyl)-3-(dimethylamino)-2-(pyridin-4-yl)prop-2-en-1-one). The yield is 99.7%. RXN SMILES: [N:1]1[C:10]2[C:5](=[N:6][CH:7]=[CH:8][CH:9]=2)[CH:4]=[CH:3][C:2]=1[CH2:11][O:12][C:13]1[CH:18]=[CH:17][C:16]([C:19](=[O:27])[CH2:20][C:21]2[CH:26]=[CH:25][N:24]=[CH:23][CH:22]=2)=[CH:15][CH:14]=1.CO[CH:30](OC)[N:31]([CH3:33])[CH3:32]>CCOC(C)=O.CO>[N:1]1[C:10]2[C:5](=[N:6][CH:7]=[CH:8][CH:9]=2)[CH:4]=[CH:3][C:2]=1[CH2:11][O:12][C:13]1[CH:14]=[CH:15][C:16]([C:19](=[O:27])[C:20]([C:21]2[CH:22]=[CH:23][N:24]=[CH:25][CH:26]=2)=[CH:30][N:31]([CH3:33])[CH3:32])=[CH:17][CH:18]=1 |f:2.3|. Reported procedure: In a 5 mL round bottom flask equipped with a magnetic stirbar and a condenser with a calcium sulfate drying tube was stirred at reflux for 18 hours a mixture of Intermediate 4D, 1-(4-((1,5-naphthyridin-2-yl)methoxy)phenyl)-2-(pyridin-4-yl)ethanone (104 mg, 0.293 mmol) and N,N-dimethylformamide dimethyl acetal (1.0 mL, 7.53 mmol). The reaction mixture was checked by TLC (95:5 EtOAc/MeOH). The spot for starting material had been replaced by a lower Rf spot. Volatiles were removed under reduced pre... Starting materials: O=c1[nH]ccc2c1CCN(Cc1ccccc1)C2, O=P(Cl)(Cl)Cl. Yields the product Clc1nccc2c1CCN(Cc1ccccc1)C2. Reaction SMILES: [CH2:1]([c:2]1[cH:3][cH:4][cH:5][cH:6][cH:7]1)[N:8]1[CH2:9][c:10]2[cH:11][cH:12][nH:13][c:14](=[O:18])[c:15]2[CH2:16][CH2:17]1.[P:19]([Cl:20])([Cl:21])([Cl:22])=[O:23]>>[CH2:1]([c:2]1[cH:3][cH:4][cH:5][cH:6][cH:7]1)[N:8]1[CH2:9][c:10]2[cH:11][cH:12][n:13][c:14]([Cl:21])[c:15]2[CH2:16][CH2:17]1.